This data is from the Open Reaction Database (ORD), a public repository of structured organic reaction records. The task is: describe an organic reaction: reactants, conditions, products, and yield Starting materials: Cl (hydrochloric acid), C(#N)C=1C=C(N)C=CC1 (3-cyanoaniline), S(=O)=O (sulfur dioxide), solution, N(=O)[O-].[Na+] (sodium nitrite), ice water. Solvent: O (water), C(C)(=O)O (acetic acid). Reaction conditions: time 1 hour. Yields the product C(#N)C1=C(C=CC=C1)S(=O)(=O)Cl (Cyanobenzenesulfonyl Chloride). Reaction SMILES: [ClH:1].[C:2]([C:4]1[CH:5]=[C:6]([CH:8]=[CH:9][CH:10]=1)N)#[N:3].N([O-])=O.[Na+].[S:15](=[O:17])=[O:16]>C(O)(=O)C.O>[C:2]([C:4]1[CH:5]=[CH:6][CH:8]=[CH:9][C:10]=1[S:15]([Cl:1])(=[O:17])=[O:16])#[N:3] |f:2.3|. Procedure details: To a mixed solution of 200 ml of water and 250 ml of concentrated hydrochloric acid was added 25.0 g (212 mmol) of 3-cyanoaniline followed by stirring. An aqueous solution (80 ml) of 15.5 g (223 mmol) of sodium nitrite was added dropwise thereinto at −10° C. The reaction solution was added to acetic acid saturated with sulfur dioxide (prepared by saturating sulfur dioxide in 250 ml of acetic acid followed by adding 2.1 g of cuprous chloride) under ice-cooling and stirring. After 1 hour, the reac...